This data is from the Open Reaction Database (ORD), a public repository of structured organic reaction records. The task is: describe an organic reaction: reactants, conditions, products, and yield The reactants are ice water, solution, C1=CC=CC=2C3=CC=CC=C3NC12 (carbazole), ClCCC(=O)Cl (3-chloropropionyl chloride), [Cl-].[Al+3].[Cl-].[Cl-] (aluminum chloride). Solvent: [N+](=O)([O-])C (nitromethane). Reaction conditions: temperature 45 celsius, time 1 hour. Product: ClCCC(=O)C=1C=CC=2NC3=CC=CC=C3C2C1 (3-Chloro-1-(3-carbazolyl)-1-propanone). Yield: 62.3%. Reaction SMILES: [CH:1]1[C:13]2[NH:12][C:11]3[C:6](=[CH:7][CH:8]=[CH:9][CH:10]=3)[C:5]=2[CH:4]=[CH:3][CH:2]=1.[Cl:14][CH2:15][CH2:16][C:17](Cl)=[O:18].[Cl-].[Al+3].[Cl-].[Cl-]>[N+](C)([O-])=O>[Cl:14][CH2:15][CH2:16][C:17]([C:3]1[CH:2]=[CH:1][C:13]2[NH:12][C:11]3[C:6]([C:5]=2[CH:4]=1)=[CH:7][CH:8]=[CH:9][CH:10]=3)=[O:18] |f:2.3.4.5|. Procedure: To a 90 ml solution of 5.0 g of carbazole and 4.2 g of 3-chloropropionyl chloride in nitromethane, 4.8 g of aluminum chloride was added portionwise, followed by stirring at 45° C. for 1 hour. The reaction mixture was poured over 100 ml of ice water, and the organic layer was separated and then washed by sequential additions of a 50 ml saturated aqueous sodium hydrogen carbonate solution and 50 ml of distilled water. After the mixture was dried over anhydrous sodium sulfate, the solvent was disti... Yields the product NC(=O)Nc1[nH]c2cc(C=O)ccc2c1C(N)=O. Reaction SMILES: [CH3:32][S:33](=[O:34])[CH3:35].[I:1]([c:2]1[cH:3][cH:4][cH:5][cH:6][c:7]1[C:8]([OH:9])=[O:10])(=[O:11])=[O:12].[NH2:13][C:14](=[O:15])[NH:16][c:17]1[nH:18][c:19]2[cH:20][c:21]([CH2:29][OH:30])[cH:22][cH:23][c:24]2[c:25]1[C:26](=[O:27])[NH2:28].[OH2:31]>>[NH2:13][C:14](=[O:15])[NH:16][c:17]1[nH:18][c:19]2[cH:20][c:21]([CH:29]=[O:30])[cH:22][cH:23][c:24]2[c:25]1[C:26](=[O:27])[NH2:28]. Starting materials: CS(C)=O, O=C(O)c1ccccc1I(=O)=O, NC(=O)Nc1[nH]c2cc(CO)ccc2c1C(N)=O, O. Solvent: C(C)OCC (diethyl ether). Procedure: Hydrogen chloride (1.15 ml, 2.30 mmol, 2 M solution in diethyl ether) was added at room temperature to a solution of tert-butyl 4-(2-((1-(4-methoxy-2,6-dimethylphenylsulfonyl)piperidin-2-yl)methoxy)acetyl)piperazine-1-carboxylate (Example 101) (310 mg, 0.574 mmol) in diethyl ether (2-5 ml). The reaction mixture was stirred for 2 h at room temperature and then refluxed for 10 min. The resulting solid was filtered off and dried. Yield: 210 mg (77%), white solid The product is Cl.COC1=CC(=C(C(=C1)C)S(=O)(=O)N1C(CCCC1)COCC(=O)N1CCNCC1)C (2-((1-(4-methoxy-2,6-dimethylphenylsulfonyl)piperidin-2-yl)methoxy)-1-(piperazin-1-yl)ethanone hydrochloride). Reaction SMILES: [ClH:1].[CH3:2][O:3][C:4]1[CH:9]=[C:8]([CH3:10])[C:7]([S:11]([N:14]2[CH2:19][CH2:18][CH2:17][CH2:16][CH:15]2[CH2:20][O:21][CH2:22][C:23]([N:25]2[CH2:30][CH2:29][N:28](C(OC(C)(C)C)=O)[CH2:27][CH2:26]2)=[O:24])(=[O:13])=[O:12])=[C:6]([CH3:38])[CH:5]=1>C(OCC)C>[ClH:1].[CH3:2][O:3][C:4]1[CH:9]=[C:8]([CH3:10])[C:7]([S:11]([N:14]2[CH2:19][CH2:18][CH2:17][CH2:16][CH:15]2[CH2:20][O:21][CH2:22][C:23]([N:25]2[CH2:26][CH2:27][NH:28][CH2:29][CH2:30]2)=[O:24])(=[O:12])=[O:13])=[C:6]([CH3:38])[CH:5]=1 |f:3.4|. Run at time 2 hour. The reactants are Cl (Hydrogen chloride), COC1=CC(=C(C(=C1)C)S(=O)(=O)N1C(CCCC1)COCC(=O)N1CCN(CC1)C(=O)OC(C)(C)C)C (tert-butyl 4-(2-((1-(4-methoxy-2,6-dimethylphenylsulfonyl)piperidin-2-yl)methoxy)acetyl)piperazine-1-carboxylate). The reactants are C1CCOC1, CCOC(=O)c1cnc(Nc2nc(C)cs2)cc1Oc1cccc2ccccc12, [Li+], [OH-], O, O. Product: Cc1csc(Nc2cc(Oc3cccc4ccccc34)c(C(=O)O)cn2)n1. Reaction SMILES: [CH2:33]1[O:34][CH2:35][CH2:36][CH2:37]1.[CH3:1][c:2]1[n:3][c:4]([NH:7][c:8]2[n:9][cH:10][c:11]([C:12](=[O:13])[O:14][CH2:15][CH3:16])[c:17]([O:19][c:20]3[cH:21][cH:22][cH:23][c:24]4[cH:25][cH:26][cH:27][cH:28][c:29]34)[cH:18]2)[s:5][cH:6]1.[Li+:32].[OH-:31].[OH2:30].[OH2:38]>>[CH3:1][c:2]1[n:3][c:4]([NH:7][c:8]2[n:9][cH:10][c:11]([C:12](=[O:13])[OH:14])[c:17]([O:19][c:20]3[cH:21][cH:22][cH:23][c:24]4[cH:25][cH:26][cH:27][cH:28][c:29]34)[cH:18]2)[s:5][cH:6]1. Reactants: C12[C@H](CC(CC1)C2)NC=2SC(C(N2)=O)(C)CC2CCN(CC2)C(=O)OC(C)(C)C (tert-butyl 4-((2-((2S)-bicyclo[2.2.1]heptan-2-ylamino)-5-methyl-4-oxo-4,5-dihydrothiazol-5-yl)methyl)piperidine-1-carboxylate), Cl (HCl). Run in CCOC(=O)C (EtOAc). Conditions: time 4 hour. Product: C12[C@H](CC(CC1)C2)NC=2SC(C(N2)=O)(CC2CCNCC2)C (2-((2S)-Bicyclo[2.2.1]heptan-2-ylamino)-5-methyl-5-(piperidin-4-ylmethyl)thiazol-4(5H)-one). The yield is 99.7%. As a reaction SMILES: [CH:1]12[CH2:7][CH:4]([CH2:5][CH2:6]1)[CH2:3][C@@H:2]2[NH:8][C:9]1[S:10][C:11]([CH2:16][CH:17]2[CH2:22][CH2:21][N:20](C(OC(C)(C)C)=O)[CH2:19][CH2:18]2)([CH3:15])[C:12](=[O:14])[N:13]=1.Cl>CCOC(C)=O>[CH:1]12[CH2:7][CH:4]([CH2:5][CH2:6]1)[CH2:3][C@@H:2]2[NH:8][C:9]1[S:10][C:11]([CH3:15])([CH2:16][CH:17]2[CH2:22][CH2:21][NH:20][CH2:19][CH2:18]2)[C:12](=[O:14])[N:13]=1. Procedure details: A mixture of tert-butyl 4-((2-((2S)-bicyclo[2.2.1]heptan-2-ylamino)-5-methyl-4-oxo-4,5-dihydrothiazol-5-yl)methyl)piperidine-1-carboxylate (1.42 g, 3.37 mmol, 1.0 eq) in 50 mL of a 4.7 M HCl solution in EtOAc was stirred at roomtemperature. After 4 h, the reaction mixture was concentrated in vacuo. Aqueous Na2CO3 (2.0 M, 20 mL) was then added, and water was removed in vacuo. The residue was then triturated with 10% MeOH—CH2Cl2 (6×100 mL), and the combined triturating solution were concentrated i... The reactants are IC1=C(N)C=CC=C1 (2-iodoaniline), CC(C#C)C (3-methylbut-1-yne). Reagents/catalysts: [Cu]I (copper (I) iodide), Cl[Pd]([P](C1=CC=CC=C1)(C2=CC=CC=C2)C3=CC=CC=C3)([P](C4=CC=CC=C4)(C5=CC=CC=C5)C6=CC=CC=C6)Cl (Pd(PPh3)2Cl2). Run in CCN(CC)CC (Et3N), CCOCC (Et2O). Conditions: time 20 hour. Yields the product CC(C#CC1=C(N)C=CC=C1)C (2-(3-methylbut-1-ynyl)aniline). Reaction SMILES: I[C:2]1[CH:8]=[CH:7][CH:6]=[CH:5][C:3]=1[NH2:4].[CH3:9][CH:10]([CH3:13])[C:11]#[CH:12]>CCN(CC)CC.CCOCC.[Cu]I.Cl[Pd](Cl)([P](C1C=CC=CC=1)(C1C=CC=CC=1)C1C=CC=CC=1)[P](C1C=CC=CC=1)(C1C=CC=CC=1)C1C=CC=CC=1>[CH3:9][CH:10]([CH3:13])[C:11]#[C:12][C:2]1[CH:8]=[CH:7][CH:6]=[CH:5][C:3]=1[NH2:4] |^1:30,49|. Procedure: To a solution of 2-iodoaniline (Aldrich, 5.0 g, 22.8 mmol) in Et3N (50 ml) in a re-sealable pressure tube was added copper (I) iodide (22 mg, 0.114 mmol), Pd(PPh3)2Cl2 (80 mg, 0.114 mmol), and 3-methylbut-1-yne (Alfa Aesar, 3.1 g, 45.7 mmol). The mixture was stirred at room temperature for 20 h and was diluted with Et2O, filtered through Celite, and concentrated in vacuo. The residue was purified by flash chromatography on silica gel eluting with 30% Et2O-hexanes to yield 2-(3-methylbut-1-ynyl)a...